describe an organic reaction: reactants, conditions, products, and yield From a dataset of the Open Reaction Database (ORD), a public repository of structured organic reaction records. Procedure: (1R)-2-Carbomethoxy-8-oxabicyclo(3.2.1)octa-2-ene-3-(S)-camphanate, (1R, 1′S)-19 (1.76 g, 4.8 mmol) was dissolved in THF (15 mL) and then methanol (5 mL) and water (5 mL) were added. The resulting solution was cooled in an ice bath and lithium hydroxide (325 mg, 7.7 mmol) was added in one portion. After 20 min no (1R, 1′S)-19 remained. The solution was neutralized with 1 M hydrochloric acid. Ether (200 mL) was then added and the ethereal solution was washed with brine and dried (MgSO4). Evaporat... The product is C(=O)(OC)C1[C@H]2CCC(CC1=O)O2 ((1R)-2-Carbomethoxy-8-oxabicyclo(3.2.1)octan-3-one). Reactants: C(=O)(OC)C=1[C@H]2CCC(CC1)O2.C12(C[C@@H](C(CC1)C2(C)C)C(=O)[O-])C ((1R)-2-Carbomethoxy-8-oxabicyclo(3.2.1)octa-2-ene 3-(S)-camphanate), 1R, [OH-].[Li+] (lithium hydroxide), CO (methanol), 1R, Cl (hydrochloric acid). Run in C1CCOC1 (THF), CCOCC (Ether), O (water). RXN SMILES: [C:1]([C:5]1[C@@H:6]2[O:12][CH:9]([CH2:10][CH:11]=1)[CH2:8][CH2:7]2)([O:3][CH3:4])=[O:2].C12(C)C(C)(C)C(CC1)[C@@H](C([O-])=[O:23])C2.CO.[OH-].[Li+].Cl>C1COCC1.CCOCC.O>[C:1]([CH:5]1[C:11](=[O:23])[CH2:10][CH:9]2[O:12][C@@H:6]1[CH2:7][CH2:8]2)([O:3][CH3:4])=[O:2] |f:0.1,3.4|. The yield is 94.0%. Starting materials: C(CCCCCCC\C=C/CCCCCCCC)(=O)O (Oleic acid), NC1=CC=C(C=C1)S (p-aminothiophenol). Product: C(CCCCCCCC=CCCCCCCCC)(SC1=CC=C(C=C1)N)=O (S-4-Aminophenyl 9-Octadecenethioate). Isolated yield 73.5%. RXN SMILES: [C:1]([OH:20])(=O)[CH2:2][CH2:3][CH2:4][CH2:5][CH2:6][CH2:7][CH2:8]/[CH:9]=[CH:10]\[CH2:11][CH2:12][CH2:13][CH2:14][CH2:15][CH2:16][CH2:17][CH3:18].[NH2:21][C:22]1[CH:27]=[CH:26][C:25]([SH:28])=[CH:24][CH:23]=1>>[C:1](=[O:20])([S:28][C:25]1[CH:26]=[CH:27][C:22]([NH2:21])=[CH:23][CH:24]=1)[CH2:2][CH2:3][CH2:4][CH2:5][CH2:6][CH2:7][CH2:8][CH:9]=[CH:10][CH2:11][CH2:12][CH2:13][CH2:14][CH2:15][CH2:16][CH2:17][CH3:18]. Procedure details: Oleic acid (2.82 g) and 1.88 g of p-aminothiophenol were reacted in the same manner as in Reference Example 11 to obtain 2.86 g of the objective compound (yield: 74%). The reactants are amine, C1CCC(CC1)N=C=NC2CCCCC2 (DCC), C1=CC2=C(N=C1)N(N=N2)O (HOAT), C1(CCCC1)N (1-Cyclopentylamine), ClC1=CC=C(C(=O)NC=2C=C(CN3CCC(CC3)C(=O)O)C=CC2)C=C1 ([3-(4-chloro-benzoylamino)-benzyl]-piperidine-4-carboxylic acid), CCN(C(C)C)C(C)C (DIPEA), CCN(CC)C(=O)C1=CC(=CC=C1)C (DETA). Run in CN(C)C=O (DMF), CN(C)C=O (DMF). Reaction conditions: temperature 50 celsius, time 8 hour. The product is C1(CCCC1)NC(=O)C1CCN(CC1)CC1=CC(=CC=C1)NC(C1=CC=C(C=C1)Cl)=O (1-[3-(4-Chloro-benzoylamino)-benzyl]-piperidine-4-carboxylic acid cyclopentylamide). Reaction SMILES: [CH:1]1([NH2:6])[CH2:5][CH2:4][CH2:3][CH2:2]1.[Cl:7][C:8]1[CH:32]=[CH:31][C:11]([C:12]([NH:14][C:15]2[CH:16]=[C:17]([CH:28]=[CH:29][CH:30]=2)[CH2:18][N:19]2[CH2:24][CH2:23][CH:22]([C:25](O)=[O:26])[CH2:21][CH2:20]2)=[O:13])=[CH:10][CH:9]=1.C1C=NC2N(O)N=NC=2C=1.C1CCC(N=C=NC2CCCCC2)CC1.CCN(C(C)C)C(C)C.CCN(C(C1C=CC=C(C)C=1)=O)CC>CN(C=O)C>[CH:1]1([NH:6][C:25]([CH:22]2[CH2:21][CH2:20][N:19]([CH2:18][C:17]3[CH:28]=[CH:29][CH:30]=[C:15]([NH:14][C:12](=[O:13])[C:11]4[CH:31]=[CH:32][C:8]([Cl:7])=[CH:9][CH:10]=4)[CH:16]=3)[CH2:24][CH2:23]2)=[O:26])[CH2:5][CH2:4][CH2:3][CH2:2]1. Procedure: 1-Cyclopentylamine (10.7 mg, 0.124 mmol) is added to a solution of [3-(4-chloro-benzoylamino)-benzyl]-piperidine-4-carboxylic acid (35.4 mg, 0.095 mmol) in DMF (0.5 mL). The resulting solution is treated with a solution of HOAT (15.5 mg, 0.114 mmol) in DMF (0.5 mL) followed by si-DCC (200 mg, 0.95 mmol/g, 0.19 mmol), and DIPEA (0.033 mL, 0.19 mmol). The mixture is stirred at 50° C. overnight. PI-DETA (7.99 mmol/g, 0.3 mmol, 37 mg) is added to the solution in order to scavenge the acid, PI-NCO (2... Starting materials: CC(C)(C)CNCC(c1ccccc1)n1cnc([N+](=O)[O-])c1, CCCC(NC1CCc2cc(F)cc(F)c2C1)C(=O)O. The product is CCCC(NC1CCc2cc(F)cc(F)c2C1)C(=O)Nc1cn(C(CNCC(C)(C)C)c2ccccc2)cn1. Reaction SMILES: [CH3:1][C:2]([CH2:3][NH:4][CH2:5][CH:6]([c:7]1[cH:8][cH:9][cH:10][cH:11][cH:12]1)[n:13]1[cH:14][n:15][c:16]([N+:18]([O-:19])=[O:20])[cH:17]1)([CH3:21])[CH3:22].[F:23][c:24]1[cH:25][c:26]2[c:31]([c:32]([F:34])[cH:33]1)[CH2:30][CH:29]([NH:35][CH:36]([C:37](=[O:38])[OH:39])[CH2:40][CH2:41][CH3:42])[CH2:28][CH2:27]2>>[CH3:1][C:2]([CH2:3][NH:4][CH2:5][CH:6]([c:7]1[cH:8][cH:9][cH:10][cH:11][cH:12]1)[n:13]1[cH:14][n:15][c:16]([NH:18][C:37]([CH:36]([NH:35][CH:29]2[CH2:28][CH2:27][c:26]3[cH:25][c:24]([F:23])[cH:33][c:32]([F:34])[c:31]3[CH2:30]2)[CH2:40][CH2:41][CH3:42])=[O:38])[cH:17]1)([CH3:21])[CH3:22]. Reactants: CC(C)(C#N)N1CCOCC1, N, O, O=S(=O)(O)O. Yields the product CC(C)(C(N)=O)N1CCOCC1. As a reaction SMILES: [CH3:6][C:7]([C:8]#[N:9])([CH3:10])[N:11]1[CH2:12][CH2:13][O:14][CH2:15][CH2:16]1.[NH3:17].[OH2:18].[S:1]([OH:2])(=[O:3])(=[O:4])[OH:5]>>[O:2]=[C:8]([C:7]([CH3:6])([CH3:10])[N:11]1[CH2:12][CH2:13][O:14][CH2:15][CH2:16]1)[NH2:9]. The reactants are CCOC(=O)C(=Cc1cc(-c2ccc(Cl)c(Cl)c2)n(-c2ccc(OC)cc2)n1)c1cccc(C)c1, [Li+], [OH-]. The product is COc1ccc(-n2nc(C=C(C(=O)O)c3cccc(C)c3)cc2-c2ccc(Cl)c(Cl)c2)cc1. Reaction SMILES: [CH2:1]([CH3:2])[O:3][C:4]([C:5](=[CH:6][c:7]1[n:8][n:9](-[c:20]2[cH:21][cH:22][c:23]([O:26][CH3:27])[cH:24][cH:25]2)[c:10](-[c:12]2[cH:13][c:14]([Cl:19])[c:15]([Cl:18])[cH:16][cH:17]2)[cH:11]1)[c:28]1[cH:29][c:30]([CH3:34])[cH:31][cH:32][cH:33]1)=[O:35].[Li+:37].[OH-:36]>>[O:3]=[C:4]([C:5](=[CH:6][c:7]1[n:8][n:9](-[c:20]2[cH:21][cH:22][c:23]([O:26][CH3:27])[cH:24][cH:25]2)[c:10](-[c:12]2[cH:13][c:14]([Cl:19])[c:15]([Cl:18])[cH:16][cH:17]2)[cH:11]1)[c:28]1[cH:29][c:30]([CH3:34])[cH:31][cH:32][cH:33]1)[OH:35].